From a dataset of the Open Reaction Database (ORD), a public repository of structured organic reaction records. describe an organic reaction: reactants, conditions, products, and yield Reactants: NC=1C(NC(=CC1)C1(CC1)C1=CC=CC=C1)=S (3-amino-6-(1-phenylcyclopropyl)pyridine-2(1H)-thione), C(C)(C)(C)OC(=O)N1CC2=CC=C(C=C2C1)C(=O)O (2-(tert-butoxycarbonyl)isoindoline-5-carboxylic acid), O.N1(N=NC2=C1C=CC=C2)O (1H-benzo[d][1,2,3]triazol-1-ol hydrate), Cl.C(C)N=C=NCCCN(C)C (N1-((ethylimino)methylene)-N3,N3-dimethylpropane-1,3-diamine hydrochloride). Run at time 16 hour. Yields the product C1(=CC=CC=C1)C1(CC1)C1=CC=C(C(N1)=S)NC(=O)C=1C=C2CN(CC2=CC1)C(=O)OC(C)(C)C (tert-butyl 5-(6-(1-phenylcyclopropyl)-2-thioxo-1,2-dihydropyridin-3-ylcarbamoyl)isoindoline-2-carboxylate). Reported procedure: To 3-amino-6-(1-phenylcyclopropyl)pyridine-2(1H)-thione (106 mg, 0.437 mmol) was added 2-(tert-butoxycarbonyl)isoindoline-5-carboxylic acid (115 mg, 0.437 mmol), 1H-benzo[d][1,2,3]triazol-1-ol hydrate (67.0 mg, 0.437 mmol), N1-((ethylimino)methylene)-N3,N3-dimethylpropane-1,3-diamine hydrochloride (84 mg, 0.437 mmol), and DMF (437 μL) before it was stirred at ambient T for 16 h. The reaction mixture was diluted with methanol before it was passed through a cartridge of cation exchange resinto giv... Reaction SMILES: [NH2:1][C:2]1[C:3](=[S:17])[NH:4][C:5]([C:8]2([C:11]3[CH:16]=[CH:15][CH:14]=[CH:13][CH:12]=3)[CH2:10][CH2:9]2)=[CH:6][CH:7]=1.[C:18]([O:22][C:23]([N:25]1[CH2:33][C:32]2[C:27](=[CH:28][CH:29]=[C:30]([C:34](O)=[O:35])[CH:31]=2)[CH2:26]1)=[O:24])([CH3:21])([CH3:20])[CH3:19].O.N1(O)C2C=CC=CC=2N=N1.Cl.C(N=C=NCCCN(C)C)C>CO.CN(C=O)C>[C:11]1([C:8]2([C:5]3[NH:4][C:3](=[S:17])[C:2]([NH:1][C:34]([C:30]4[CH:31]=[C:32]5[C:27](=[CH:28][CH:29]=4)[CH2:26][N:25]([C:23]([O:22][C:18]([CH3:21])([CH3:20])[CH3:19])=[O:24])[CH2:33]5)=[O:35])=[CH:7][CH:6]=3)[CH2:10][CH2:9]2)[CH:16]=[CH:15][CH:14]=[CH:13][CH:12]=1 |f:2.3,4.5|. Run in CN(C)C=O (DMF), CO (methanol). Starting materials: O=C([O-])[O-], CN(C)C=O, ClCc1ccccc1, [K+], [K+], O=Cc1[nH]c(-c2ccccc2)nc1Cl. RXN SMILES: [C:23](=[O:24])([O-:25])[O-:26].[CH3:29][N:30]([CH3:31])[CH:32]=[O:33].[Cl:15][CH2:16][c:17]1[cH:18][cH:19][cH:20][cH:21][cH:22]1.[K+:27].[K+:28].[c:1]1(-[c:7]2[nH:8][c:9]([CH:13]=[O:14])[c:10]([Cl:12])[n:11]2)[cH:2][cH:3][cH:4][cH:5][cH:6]1>>[c:1]1(-[c:7]2[n:8]([CH2:16][c:17]3[cH:18][cH:19][cH:20][cH:21][cH:22]3)[c:9]([CH:13]=[O:14])[c:10]([Cl:12])[n:11]2)[cH:2][cH:3][cH:4][cH:5][cH:6]1. Yields the product O=Cc1c(Cl)nc(-c2ccccc2)n1Cc1ccccc1.